This data is from the Open Reaction Database (ORD), a public repository of structured organic reaction records. The task is: describe an organic reaction: reactants, conditions, products, and yield The reactants are ClC1=CC=C(C=C1)C1=NC(C=2C(=NC(C21)=O)C2=CC=C(C=C2)Cl)=O (3,6-di-(4′-chlorophenyl)-pyrrolo[3,4,c]pyrrole-1,4-dione), C(OC(CCC)CCC)(=O)OC(=O)[O-] (4-heptyl pyrocarbonate). Reagents/catalysts: CN(C1=CC=NC=C1)C (4-dimethylaminopyridine). Run in O1CCCC1 (tetrahydrofuran). Reaction conditions: time 165 minute. The product is CCCC(CCC)OC(=O)N1C(C2=C(N(C(C2=C1C1=CC=C(C=C1)Cl)=O)C(=O)OC(CCC)CCC)C1=CC=C(C=C1)Cl)=O (2,5-di-4-heptyloxycarbonyl-3,6-di-(4′-chlorophenyl)-pyrrolo[3,4,c]pyrrole-1,4-dione). The yield is 49.2%. Reaction SMILES: [Cl:1][C:2]1[CH:7]=[CH:6][C:5]([C:8]2[C:15]3[C:14](=[O:16])[N:13]=[C:12]([C:17]4[CH:22]=[CH:21][C:20]([Cl:23])=[CH:19][CH:18]=4)[C:11]=3[C:10](=[O:24])[N:9]=2)=[CH:4][CH:3]=1.[C:25]([O:35]C([O-])=O)(=O)[O:26][CH:27]([CH2:31][CH2:32][CH3:33])[CH2:28][CH2:29][CH3:30]>CN(C)C1C=CN=CC=1.O1CCCC1>[CH3:30][CH2:29][CH2:28][CH:27]([O:26][C:25]([N:13]1[C:12]([C:17]2[CH:22]=[CH:21][C:20]([Cl:23])=[CH:19][CH:18]=2)=[C:11]2[C:15](=[C:8]([C:5]3[CH:4]=[CH:3][C:2]([Cl:1])=[CH:7][CH:6]=3)[N:9]([C:25]([O:26][CH:27]([CH2:28][CH2:29][CH3:30])[CH2:31][CH2:32][CH3:33])=[O:35])[C:10]2=[O:24])[C:14]1=[O:16])=[O:35])[CH2:31][CH2:32][CH3:33]. Procedure: 2.14 g of 3,6-di-(4′-chlorophenyl)-pyrrolo[3,4,c]pyrrole-1,4-dione (Pigment Red 254), 7.26 g of 4-heptyl pyrocarbonate from Example B1, 0.30 g of 4-dimethylaminopyridine and 150 ml of dry tetrahydrofuran are mixed and the mixture is stirred at room temperature for 165 minutes. The suspension is filtered through a glass microfilter supporting a cotton filter, the solvent is evaporated off under reduced pressure and the residue is admixed with 50 ml of isopropanol. After 16 hours the precipitate i... Reactants: [N+](=O)([O-])[O-].[Na+] (SODIUM NITRATE), [OH-].[Na+] (NaOH), O=C1N(C=2C(=NC=CC2)N1)C1CCN(CC1)C(=O)O[C@@H]1CC[C@H](CC=2C1=NC(=CC2)N)C2=C(C(=CC=C2)F)F ((6R,9R)-2-amino-6-(2,3-difluorophenyl)-6,7,8,9-tetrahydro-5H-cyclohepta[b]pyridin-9-yl 4-(2-oxo-2,3-dihydro-1H-imidazo[4,5-b]pyridin-1-yl)piperidine-1-carboxylate), Cl (HYDROCHLORIC ACID). Reagents/catalysts: [Cu]Cl (COPPER(I) CHLORIDE). Reaction conditions: time 1 hour. Product: O=C1N(C=2C(=NC=CC2)N1)C1CCN(CC1)C(=O)O[C@@H]1CC[C@H](CC=2C1=NC(=CC2)Cl)C2=C(C(=CC=C2)F)F ((6R,9R)-2-Chloro-6-(2,3-difluorophenyl)-6,7,8,9-tetrahydro-5H-cyclohepta[b]pyridin-9-yl 4-(2-oxo-2,3-dihydro-1H-imidazo[4,5-b]pyridin-1-yl)piperidine-1-carboxylate). Isolated yield 13.8%. RXN SMILES: [O:1]=[C:2]1[NH:10][C:5]2=[N:6][CH:7]=[CH:8][CH:9]=[C:4]2[N:3]1[CH:11]1[CH2:16][CH2:15][N:14]([C:17]([O:19][C@H:20]2[C:26]3=[N:27][C:28](N)=[CH:29][CH:30]=[C:25]3[CH2:24][C@H:23]([C:32]3[CH:37]=[CH:36][CH:35]=[C:34]([F:38])[C:33]=3[F:39])[CH2:22][CH2:21]2)=[O:18])[CH2:13][CH2:12]1.[ClH:40].[N+]([O-])([O-])=O.[Na+].[OH-].[Na+]>[Cu]Cl>[O:1]=[C:2]1[NH:10][C:5]2=[N:6][CH:7]=[CH:8][CH:9]=[C:4]2[N:3]1[CH:11]1[CH2:16][CH2:15][N:14]([C:17]([O:19][C@H:20]2[C:26]3=[N:27][C:28]([Cl:40])=[CH:29][CH:30]=[C:25]3[CH2:24][C@H:23]([C:32]3[CH:37]=[CH:36][CH:35]=[C:34]([F:38])[C:33]=3[F:39])[CH2:22][CH2:21]2)=[O:18])[CH2:13][CH2:12]1 |f:2.3,4.5|. Procedure details: To the mixture of (6R,9R)-2-amino-6-(2,3-difluorophenyl)-6,7,8,9-tetrahydro-5H-cyclohepta[b]pyridin-9-yl 4-(2-oxo-2,3-dihydro-1H-imidazo[4,5-b]pyridin-1-yl)piperidine-1-carboxylate (45 mg, 0.084 mmol), HYDROCHLORIC ACID (3 mL, 36.5 mmol) was added COPPER(I) CHLORIDE (16.67 mg, 0.168 mmol) and SODIUM NITRATE (21.47 mg, 0.253 mmol) at −5° C. The reaction was stirred at this temperature for 1 hour and stirred at room temperature for 1 hour. NaOH (1N) was added to the reaction mixture before extract... Reactants: BrC=1C=NC=C(C1)Br (3,5-dibromo-pyridine), ClC1=C(C=CC=C1F)B(O)O (2-chloro-3-fluoro-phenylboronic acid). Product: BrC=1C=NC=C(C1)C1=C(C(=CC=C1)F)Cl (3-Bromo-5-(2-chloro-3-fluoro-phenyl)-pyridine). Reaction SMILES: Br[C:2]1[CH:3]=[N:4][CH:5]=[C:6]([Br:8])[CH:7]=1.[Cl:9][C:10]1[C:15]([F:16])=[CH:14][CH:13]=[CH:12][C:11]=1B(O)O>>[Br:8][C:6]1[CH:5]=[N:4][CH:3]=[C:2]([C:11]2[CH:12]=[CH:13][CH:14]=[C:15]([F:16])[C:10]=2[Cl:9])[CH:7]=1. Procedure details: Prepared according to the procedure described in Example 42, Step 2, using 3,5-dibromo-pyridine and 2-chloro-3-fluoro-phenylboronic acid. Starting materials: 2,4,8-Trimethyl, CCCCCCCCCCC (undecane), C(C=C)C1(C(CC2(CCC1C2)C)=O)C (4-allyl-1,4-dimethyl-bicyclo[3.2.1]octan-3-one), COCCO[AlH2-]OCCOC.[Na+] (Red-Al). Solvent: C1(=CC=CC=C1)C (toluene). Run at temperature 75 celsius, time 3 hour. Yields the product C(C=C)C1(C(CC2(CCC1C2)C)O)C (4-allyl-1,4-dimethyl-bicyclo[3.2.1]octan-3-ol). The yield is 100.0%. Reaction SMILES: CCCCCCCCCCC.[CH2:12]([C:15]1([CH3:25])[CH:21]2[CH2:22][C:18]([CH3:23])([CH2:19][CH2:20]2)[CH2:17][C:16]1=[O:24])[CH:13]=[CH2:14].COCCO[AlH2-]OCCOC.[Na+]>C1(C)C=CC=CC=1>[CH2:12]([C:15]1([CH3:25])[CH:21]2[CH2:22][C:18]([CH3:23])([CH2:19][CH2:20]2)[CH2:17][CH:16]1[OH:24])[CH:13]=[CH2:14] |f:2.3|. Reported procedure: Preparation of 2,4,8-Trimethyl-5-oxa-tricyclo[6.2.1.0*2,6]undecane (Structure 4): 4-Allyl-1,4-dimethyl-bicyclo[3.2.1]octan-3-one (288 g, 1.5 mol, obtained as above in EXAMPLE IV) was added to a solution of Red-Al (65%, 506 g, 1.5 mol) in toluene at 75° C. The reaction mixture was aged for 3 hours while the temperature was maintained at 75° C., then cooled to room temperature, and subsequently quenched with a solution of sodium bicarbonate (NaHCO3). Distillation of the organic layer provided 4-al... Starting materials: N1C=C(C2=CC=CC=C12)C(=O)O (indole-3-carboxylic acid), CN(C=O)C.O1CCCC1 (dimethylformamide tetrahydrofuran), C(\C=C\C(=O)O)(=O)O (fumaric acid), C(=O)(N1C=NC=C1)N1C=NC=C1 (1,1'-carbonyldiimidazole). The solvent is CO (methanol). Reaction conditions: time 2 hour. Product: O.C(\C=C\C(=O)O)(=O)O.OC1(CN2CCC1CC2)CNC(=O)C2=CNC1=CC=CC=C21 (N-(3-Hydroxy-1-azabicyclo[2.2.2]oct-3-ylmethyl)-1H-indole-3-carboxamide fumarate hydrate). As a reaction SMILES: [NH:1]1[C:9]2[C:4](=[CH:5][CH:6]=[CH:7][CH:8]=2)[C:3]([C:10]([OH:12])=[O:11])=[CH:2]1.[CH3:13][N:14](C)C=O.[O:18]1[CH2:22][CH2:21][CH2:20][CH2:19]1.[C:23](N1C=CN=C1)([N:25]1[CH:29]=[CH:28]N=C1)=O.[C:35]([OH:42])(=[O:41])/[CH:36]=[CH:37]/[C:38]([OH:40])=[O:39]>CO>[OH2:11].[C:35]([OH:42])(=[O:41])/[CH:36]=[CH:37]/[C:38]([OH:40])=[O:39].[OH:18][C:22]1([CH2:13][NH:14][C:10]([C:3]2[C:4]3[C:9](=[CH:8][CH:7]=[CH:6][CH:5]=3)[NH:1][CH:2]=2)=[O:12])[CH:21]2[CH2:28][CH2:29][N:25]([CH2:19][CH2:20]2)[CH2:23]1 |f:1.2,6.7.8|. Procedure details: A suspension of indole-3-carboxylic acid (1.94 g, 0.012 mole) in anhydrous 2:1 dimethylformamide/tetrahydrofuran (15 ml) under nitrogen was treated with 1,1'-carbonyldiimidazole (2.27 g, 0.014 mole), stirred for two hours, and degassed over 15 minutes with a stream of nitrogen. A solution containing 3-aminomethyl-1-azabicyclo[2.2.2]octan-3-ol in tetrahydrofuran (10 ml) was added and the mixture stirred for 18 hours at 25° C. and for four hours at 50° C., then concentrated in vacuo. The residue w... The reactants are ClC1=C(C=CC(=C1)Cl)C1C2=C(NC(CS1)=O)N(N=C2C2=NC=CC=C2)C (4-(2,4-dichloro-phenyl)-1-methyl-3-(pyridine-2-yl)-6,8-dihydro-1H-pyrazolo[3,4-e][1,4]thiazepin-7-(4H)-one), C([O-])([O-])=O.[Cs+].[Cs+] (cesium carbonate), [I-].[Na+] (sodium iodide), BrCC(=O)OC (methyl bromoacetate). The solvent is CN(C)C=O (DMF). Run at time 3 hour. Product: ClC1=C(C=CC(=C1)Cl)C1C2=C(N(C(CS1)=O)CC(=O)OC)N(N=C2C2=NC=CC=C2)C (methyl 2-(4-(2,4-dichlorophenyl)-1-methyl-7-oxo-3-(pyridin-2-yl)-6,7-dihydro-1H-pyrazolo[3,4-e][1,4]thiazepin-8(4H)-yl)acetate). Yield: 28.3%. RXN SMILES: [Cl:1][C:2]1[CH:7]=[C:6]([Cl:8])[CH:5]=[CH:4][C:3]=1[CH:9]1[S:15][CH2:14][C:13](=[O:16])[NH:12][C:11]2[N:17]([CH3:26])[N:18]=[C:19]([C:20]3[CH:25]=[CH:24][CH:23]=[CH:22][N:21]=3)[C:10]1=2.C(=O)([O-])[O-].[Cs+].[Cs+].[I-].[Na+].Br[CH2:36][C:37]([O:39][CH3:40])=[O:38]>CN(C=O)C>[Cl:1][C:2]1[CH:7]=[C:6]([Cl:8])[CH:5]=[CH:4][C:3]=1[CH:9]1[S:15][CH2:14][C:13](=[O:16])[N:12]([CH2:36][C:37]([O:39][CH3:40])=[O:38])[C:11]2[N:17]([CH3:26])[N:18]=[C:19]([C:20]3[CH:25]=[CH:24][CH:23]=[CH:22][N:21]=3)[C:10]1=2 |f:1.2.3,4.5|. Reported procedure: To a solution of 4-(2,4-dichloro-phenyl)-1-methyl-3-(pyridine-2-yl)-6,8-dihydro-1H-pyrazolo[3,4-e][1,4]thiazepin-7-(4H)-one (0.50 g, 1.2 mmol, prepared using C from Example 2 step B with thioglycolic acid and 2,4-dichloro-benzaldehyde) in anhydrous DMF was added cesium carbonate (0.804 g, 2.5 mmol), sodium iodide (0.370 g, 2.5 mmol) and methyl bromoacetate (0.128 mL, 1.4 mmol). The resulting mixture was stirred at rt for about 3 h, and then partitioned between ethyl acetate (50 mL) and water (25...